From a dataset of the Open Reaction Database (ORD), a public repository of structured organic reaction records. describe an organic reaction: reactants, conditions, products, and yield Reactants: C1CCOC1, O=C(Nc1nc2cccc(-c3ccc(Cl)nc3)n2n1)C1CC1, [H-], [Na+], OCc1ccccc1. Yields the product O=C(Nc1nc2cccc(-c3ccc(OCc4ccccc4)nc3)n2n1)C1CC1. RXN SMILES: [CH2:33]1[O:34][CH2:35][CH2:36][CH2:37]1.[Cl:11][c:12]1[cH:13][cH:14][c:15](-[c:18]2[cH:19][cH:20][cH:21][c:22]3[n:23]2[n:24][c:25]([NH:27][C:28](=[O:29])[CH:30]2[CH2:31][CH2:32]2)[n:26]3)[cH:16][n:17]1.[H-:10].[Na+:9].[OH:1][CH2:2][c:3]1[cH:4][cH:5][cH:6][cH:7][cH:8]1>>[O:1]([CH2:2][c:3]1[cH:4][cH:5][cH:6][cH:7][cH:8]1)[c:12]1[cH:13][cH:14][c:15](-[c:18]2[cH:19][cH:20][cH:21][c:22]3[n:23]2[n:24][c:25]([NH:27][C:28](=[O:29])[CH:30]2[CH2:31][CH2:32]2)[n:26]3)[cH:16][n:17]1.